The task is: describe an organic reaction: reactants, conditions, products, and yield. This data is from the Open Reaction Database (ORD), a public repository of structured organic reaction records. The product is ClC1=CC=C(C(=O)NCCC2=C(C=CC=C2)C)C=C1 (1-(4-chlorobenzoylamino)-2-(2-methylphenyl)ethane). Isolated yield 70.2%. Reported procedure: 1-Amino-2-(2-methylphenyl)ethane (13.5 g) was dissolved in 80 ml of pyridine. While the solution was cooled with stirring, 18 g of 4-chlorobenzoyl chloride was added dropwise. They were reacted at room temperature for 5 hours. Pouring of the reaction mixture into cold water gave a precipitate of crystals. The crystals were washed in water, dried, and recrystallized from cyclohexane to afford 19.2 g of 1-(4-chlorobenzoylamino)-2-(2-methylphenyl)ethane having a melting point of 95° to 96° C. Reaction SMILES: [NH2:1][CH2:2][CH2:3][C:4]1[CH:9]=[CH:8][CH:7]=[CH:6][C:5]=1[CH3:10].[Cl:11][C:12]1[CH:20]=[CH:19][C:15]([C:16](Cl)=[O:17])=[CH:14][CH:13]=1.O>N1C=CC=CC=1>[Cl:11][C:12]1[CH:20]=[CH:19][C:15]([C:16]([NH:1][CH2:2][CH2:3][C:4]2[CH:9]=[CH:8][CH:7]=[CH:6][C:5]=2[CH3:10])=[O:17])=[CH:14][CH:13]=1. Run in N1=CC=CC=C1 (pyridine). The reactants are ClC1=CC=C(C(=O)Cl)C=C1 (4-chlorobenzoyl chloride), NCCC1=C(C=CC=C1)C (1-Amino-2-(2-methylphenyl)ethane), O (water). Starting materials: FC(OC=1C=C2C(=NNC2=CC1)C(=O)O)(F)F (5-(trifluoromethoxy)-1H-indazole-3-carboxylic acid), C([O-])(O)=O.[Na+] (sodium bicarbonate), [I-].[Na+] (sodium iodide), II (iodine). The solvent is ClC(C)Cl (dichloroethane), O (water), ClCCl (dichloromethane). Reaction conditions: temperature 100 celsius, time 45 minute. The product is IC1=NNC2=CC=C(C=C12)OC(F)(F)F (3-iodo-5-(trifluoromethoxy)-1H-indazole). Isolated yield 66.8%. As a reaction SMILES: [F:1][C:2]([F:17])([F:16])[O:3][C:4]1[CH:5]=[C:6]2[C:10](=[CH:11][CH:12]=1)[NH:9][N:8]=[C:7]2C(O)=O.C(=O)(O)[O-].[Na+].[I-:23].[Na+].II>ClC(Cl)C.O.ClCCl>[I:23][C:7]1[C:6]2[C:10](=[CH:11][CH:12]=[C:4]([O:3][C:2]([F:17])([F:16])[F:1])[CH:5]=2)[NH:9][N:8]=1 |f:1.2,3.4|. Reported procedure: To a mixture of 5-(trifluoromethoxy)-1H-indazole-3-carboxylic acid (0.2 g, 813 μmol), and sodium bicarbonate (225 mg, 104 μL, 2.68 mmol) in dichloroethane (2 mL) and water (2.00 mL) were added in one portion sodium iodide (317 mg, 2.11 mmol) and iodine (268 mg, 1.06 mmol) and the mixture heated at 100° C. (oil bath temperature) with vigorous stirring for 45 minutes. After cooling to 25° C. the mixture was diluted with dichloromethane, then washed with 10% Na2S2O3 and saturated NaHCO3. The organi... Yield: 89.0%. The product is C=1C2(C=C3C=CC=CC13)C1=CC=CC=C1C=1C=CC(=CC12)B(O)O ([Spiro(fluorene-9,2′-inden)-2-yl]-boronic acid). RXN SMILES: [Li][CH2:2][CH2:3][CH2:4][CH3:5].Br[C:7]1[CH:12]=[CH:11][C:10]2C3C([C:19]4([CH:27]=[C:26]5[C:21]([CH:22]=[CH:23][CH:24]=[CH:25]5)=[CH:20]4)[C:9]=2[CH:8]=1)=CC=CC=3.[B:28]([O:37]C(C)C)([O:33]C(C)C)OC(C)C.Cl.[CH2:42]1COC[CH2:43]1>CCOCC.O>[CH:27]1[C:19]2([C:2]3[CH:43]=[C:42]([B:28]([OH:33])[OH:37])[CH:5]=[CH:4][C:3]=3[C:10]3[C:9]2=[CH:8][CH:7]=[CH:12][CH:11]=3)[CH:20]=[C:21]2[C:26]=1[CH:25]=[CH:24][CH:23]=[CH:22]2. The reactants are Cl (HCl), [Li]CCCC (n-BuLi), BrC1=CC2=C(C=C1)C1=CC=CC=C1C21C=C2C=CC=CC2=C1 (2-Bromospiro(fluorene-9,2′-indene)), C1CCOC1 (THF), B(OC(C)C)(OC(C)C)OC(C)C (triisopropyl borate). Reaction conditions: time 1 hour. Reported procedure: n-BuLi (1.2 equiv) is added to a solution of 2-bromospiro(fluorene-9,2′-indene) (6a) in anhydrous THF at −78° C. After stirring the mixture for 1 h, triisopropyl borate (1.5 equiv) is added. The reaction mixture is allowed to warm to room temperature and then is stirred overnight. 2.0 N HCl (10 equiv) is added to quench the reaction. The reaction mixture is mixed with a large amount of water for extraction with ether. The organic extracts are washed with brine before drying over anhydrous MgSO4.... Run in CCOCC (ether), O (water). Starting materials: [Na] (sodium), ClC=1C(=NON1)C=1C=NC=CC1 (3-(4-chloro-1,2,5-oxadiazol-3-yl)pyridine), C(CCCCC)O (1-hexanol). Conditions: temperature 25 celsius, time 18 hour. Product: C(CCCCC)OC=1C(=NON1)C=1C=NC=CC1 (3-(4-hexyloxy-1,2,5-oxadiazol-3-yl)pyridine). Reaction SMILES: [Na].Cl[C:3]1[C:4]([C:8]2[CH:9]=[N:10][CH:11]=[CH:12][CH:13]=2)=[N:5][O:6][N:7]=1.[CH2:14]([OH:20])[CH2:15][CH2:16][CH2:17][CH2:18][CH3:19]>>[CH2:14]([O:20][C:3]1[C:4]([C:8]2[CH:9]=[N:10][CH:11]=[CH:12][CH:13]=2)=[N:5][O:6][N:7]=1)[CH2:15][CH2:16][CH2:17][CH2:18][CH3:19] |^1:0|. Reported procedure: To a solution of sodium (100 mg, 4.3 mmol) in 1-hexanol (10 ml) was added 3-(4-chloro-1,2,5-oxadiazol-3-yl)pyridine (180 mg, 1 mmol). The mixture was stirred at 25° C. for 18 h and evaporated. The residue was dissolved in water and extracted with ether. The combined organic phases were dried and evaporated to give the title compound. Reactants: IC=1C=C(C(=O)O)C=CN1 (2-iodoisonicotinic acid), C=1C=CC2=C(C1)N=NN2O (HOBt), C(CCl)Cl (EDC), CN (methylamine), resultant suspension. Run in CN(C)C=O (DMF). Yields the product IC=1C=C(C(=O)NC)C=CN1 (2-iodo-N-methyl-isonicotinamide). Isolated yield 55.7%. As a reaction SMILES: [I:1][C:2]1[CH:3]=[C:4]([CH:8]=[CH:9][N:10]=1)[C:5](O)=[O:6].C1C=CC2N(O)N=[N:17][C:15]=2C=1.C(Cl)CCl.CN>CN(C=O)C>[I:1][C:2]1[CH:3]=[C:4]([CH:8]=[CH:9][N:10]=1)[C:5]([NH:17][CH3:15])=[O:6]. Reported procedure: A round-bottomed flask was charged with 2-iodoisonicotinic acid (0.70 g, 2.81 mmol), HOBt (474 mg, 3.09 mmol) and EDC (593 mg, 3.09 mmol). DMF (4 mL) was added followed by methylamine (2.0M solution in THF, 8.0 mL, 16.0 mmol) and the resultant suspension was stirred at room temperature overnight. The reaction mixture was quenched with water and extracted with 70 mL diethyl ether (2×). The combined organic layers were washed twice with ˜5 mL water and once with ˜5 mL brine then dried over sodium ...